This data is from the Open Reaction Database (ORD), a public repository of structured organic reaction records. The task is: describe an organic reaction: reactants, conditions, products, and yield The reactants are C(C)(C)N(C(C)C)CC (N,N-diisopropylethylamine), CS(=O)C (dimethyl sulfoxide), ClC1=C(C=C(C=C1)C(F)(F)F)S(=O)(=O)OC=1C=C(OCCCO)C=C(C1)C (3-[3-(2-chloro-5-trifluoromethylphenylsulfonyloxy)-5-methylphenoxy]propanol). Run in ClCCl (dichloromethane). Reaction conditions: time 1 hour. Yields the product ClC1=C(C=C(C=C1)C(F)(F)F)S(=O)(=O)OC=1C=C(OCCC=O)C=C(C1)C (3-[3-(2-Chloro-5-trifluoromethylphenylsulfonyloxy)-5-methyl-phenoxy]propionaldehyde). Yield: 69.3%. RXN SMILES: [Cl:1][C:2]1[CH:7]=[CH:6][C:5]([C:8]([F:11])([F:10])[F:9])=[CH:4][C:3]=1[S:12]([O:15][C:16]1[CH:17]=[C:18]([CH:24]=[C:25]([CH3:27])[CH:26]=1)[O:19][CH2:20][CH2:21][CH2:22][OH:23])(=[O:14])=[O:13].C(N(CC)C(C)C)(C)C.CS(C)=O>ClCCl>[Cl:1][C:2]1[CH:7]=[CH:6][C:5]([C:8]([F:11])([F:9])[F:10])=[CH:4][C:3]=1[S:12]([O:15][C:16]1[CH:17]=[C:18]([CH:24]=[C:25]([CH3:27])[CH:26]=1)[O:19][CH2:20][CH2:21][CH:22]=[O:23])(=[O:14])=[O:13]. Reported procedure: Sulfur trioxide pyridine complex (720 mg, 4.5 mmol) was added to a solution of 3-[3-(2-chloro-5-trifluoromethylphenylsulfonyloxy)-5-methylphenoxy]propanol (600 mg, 1.4 mmol), as prepared in the preceding step, N,N-diisopropylethylamine (0.6 mL, 4.7 mmol) and anhydrous dimethyl sulfoxide (0.3 mL, 4.2 mmol) in anhydrous dichloromethane (20 mL). The reaction mixture was stirred at ambient temperature for 1 hour and then quenched with 10% aqueous citric acid (50 mL). The mixture was extracted into d... Reactants: CN (Methyl amine), CC=1N=C(SC1C1=CC=NC=C1)C(=O)OC (methyl 4-methyl-5-(4-pyridinyl)-thiazole-2-carboxylate). Run in C(C)O (ethanol). Reaction conditions: time 8 hour. Yields the product CNC(=O)C=1SC(=C(N1)C)C1=CC=NC=C1 (N,4-dimethyl-5-(4-pyridinyl)-thiazole-2-carboxamide). Yield: 80.0%. Reaction SMILES: [CH3:1][NH2:2].[CH3:3][C:4]1[N:5]=[C:6]([C:15]([O:17]C)=O)[S:7][C:8]=1[C:9]1[CH:14]=[CH:13][N:12]=[CH:11][CH:10]=1>C(O)C>[CH3:1][NH:2][C:15]([C:6]1[S:7][C:8]([C:9]2[CH:10]=[CH:11][N:12]=[CH:13][CH:14]=2)=[C:4]([CH3:3])[N:5]=1)=[O:17]. Reported procedure: Methyl amine (0.5 ml) was added to a stirred solution of methyl 4-methyl-5-(4-pyridinyl)-thiazole-2-carboxylate (250 mg) in absolute ethanol (10 ml) at room temperature, and the mixture was stirred at room temperature for overnight. The mixture was evaporated to dryness and the residue was recrystallized from iso-propanol to give N,4-dimethyl-5-(4-pyridinyl)-thiazole-2-carboxamide (200 mg, yield 80.0%) as pale yellow needles. Reactants: CC(=O)Nc1nc(C)c(-c2ccc(S(=O)(=O)Cl)s2)s1, C1COCCN1, CCN(C(C)C)C(C)C, ClCCl. The product is CC(=O)Nc1nc(C)c(-c2ccc(S(=O)(=O)N3CCOCC3)s2)s1. As a reaction SMILES: [C:1]([CH3:2])(=[O:3])[NH:4][c:5]1[s:6][c:7](-[c:11]2[cH:12][cH:13][c:14]([S:16](=[O:17])(=[O:18])[Cl:19])[s:15]2)[c:8]([CH3:10])[n:9]1.[CH2:20]1[CH2:21][O:22][CH2:23][CH2:24][NH:25]1.[CH:26]([N:27]([CH2:28][CH3:29])[CH:30]([CH3:31])[CH3:32])([CH3:33])[CH3:34].[Cl:35][CH2:36][Cl:37]>>[C:1]([CH3:2])(=[O:3])[NH:4][c:5]1[s:6][c:7](-[c:11]2[cH:12][cH:13][c:14]([S:16](=[O:17])(=[O:18])[N:25]3[CH2:20][CH2:21][O:22][CH2:23][CH2:24]3)[s:15]2)[c:8]([CH3:10])[n:9]1. Reactants: CCc1cccc(Br)c1, O=C([O-])[O-], C#CCOC1CCCCO1, CC#N, CC(C)c1cc(C(C)C)c(-c2ccccc2P(C2CCCCC2)C2CCCCC2)c(C(C)C)c1, [Cs+], [Cs+], O. Yields the product CCc1cccc(C#CCOC2CCCCO2)c1. Reaction SMILES: [Br:1][c:2]1[cH:3][c:4]([CH2:8][CH3:9])[cH:5][cH:6][cH:7]1.[C:10](=[O:11])([O-:12])[O-:13].[CH2:16]([C:17]#[CH:18])[O:19][CH:20]1[O:21][CH2:22][CH2:23][CH2:24][CH2:25]1.[CH3:61][C:62]#[N:63].[CH:26]1([P:27]([CH:28]2[CH2:29][CH2:30][CH2:31][CH2:32][CH2:33]2)[c:34]2[cH:35][cH:36][cH:37][cH:38][c:39]2-[c:40]2[c:41]([CH:42]([CH3:43])[CH3:44])[cH:45][c:46]([CH:47]([CH3:48])[CH3:49])[cH:50][c:51]2[CH:52]([CH3:53])[CH3:54])[CH2:55][CH2:56][CH2:57][CH2:58][CH2:59]1.[Cs+:14].[Cs+:15].[OH2:60]>>[c:2]1([C:18]#[C:17][CH2:16][O:19][CH:20]2[O:21][CH2:22][CH2:23][CH2:24][CH2:25]2)[cH:3][c:4]([CH2:8][CH3:9])[cH:5][cH:6][cH:7]1. Reactants: ClC=1C(=NC=C(C1)C(F)(F)F)C1=CC(=C(C=C1)O)N (3-chloro-2-(3-amino-4-hydroxyphenyl)-5-trifluoromethylpyridine), ClC=1C(=NC=C(C1)C(F)(F)F)C1=CC(=C(C=C1)NC(C)C)[N+](=O)[O-] (3-chloro-2-[4-(1-methylethylamino)-3-nitro-phenyl]-5-trifluoromethylpyridine). Reagents/catalysts: [Fe] (iron). Yields the product NC=1C=C(C=CC1NC(C)C)C1=NC=C(C=C1Cl)C(F)(F)F (2-[3-Amino-4-(1-methylethylamino)phenyl]-3-chloro-5-trifluoromethylpyridine). Yield: 92.5%. Reaction SMILES: ClC1C(C2C=CC(O)=C(N)C=2)=NC=C(C(F)(F)F)C=1.[Cl:20][C:21]1[C:22]([C:31]2[CH:36]=[CH:35][C:34]([NH:37][CH:38]([CH3:40])[CH3:39])=[C:33]([N+:41]([O-])=O)[CH:32]=2)=[N:23][CH:24]=[C:25]([C:27]([F:30])([F:29])[F:28])[CH:26]=1>[Fe]>[NH2:41][C:33]1[CH:32]=[C:31]([C:22]2[C:21]([Cl:20])=[CH:26][C:25]([C:27]([F:30])([F:29])[F:28])=[CH:24][N:23]=2)[CH:36]=[CH:35][C:34]=1[NH:37][CH:38]([CH3:40])[CH3:39]. Procedure: In a similar manner to the preparation of 3-chloro-2-(3-amino-4-hydroxyphenyl)-5-trifluoromethylpyridine described above, 46.1 g of 3-chloro-2-[4-(1-methylethylamino)-3-nitro-phenyl]-5-trifluoromethylpyridine and 21.5 g of iron powder gave 39.1 g (93%) of colorless crystals; m.p.: 116-117° C. Reactants: NC[C@@H]1[C@H]2C[C@H]2CN1C(=O)C=1N=C(SC1C=1C=C(C=CC1)C)C (((1S,2S,5R)-2-Aminomethyl-3-aza-bicyclo[3.1.0]hex-3-yl)-(2-methyl-5-m-tolyl-thiazol-4-yl)-methanone), N1=C(C=CC2=CC=CC=C12)C(=O)O (Quinoline-2-carboxylic acid). The product is CC=1SC(=C(N1)C(=O)N1[C@@H]([C@H]2C[C@H]2C1)CNC(=O)C1=NC2=CC=CC=C2C=C1)C=1C=C(C=CC1)C (Quinoline-2-carboxylic Acid[(1S,2S,5R)-3-(2-methyl-5-m-tolyl-thiazole-4-carbonyl)-3-aza-bicyclo[3.1.0]hex-2-ylmethyl]-amide). RXN SMILES: [NH2:1][CH2:2][C@H:3]1[N:8]([C:9]([C:11]2[N:12]=[C:13]([CH3:23])[S:14][C:15]=2[C:16]2[CH:17]=[C:18]([CH3:22])[CH:19]=[CH:20][CH:21]=2)=[O:10])[CH2:7][C@H:6]2[C@@H:4]1[CH2:5]2.[N:24]1[C:33]2[C:28](=[CH:29][CH:30]=[CH:31][CH:32]=2)[CH:27]=[CH:26][C:25]=1[C:34](O)=[O:35]>>[CH3:23][C:13]1[S:14][C:15]([C:16]2[CH:17]=[C:18]([CH3:22])[CH:19]=[CH:20][CH:21]=2)=[C:11]([C:9]([N:8]2[CH2:7][C@H:6]3[C@H:4]([CH2:5]3)[C@H:3]2[CH2:2][NH:1][C:34]([C:25]2[CH:26]=[CH:27][C:28]3[C:33](=[CH:32][CH:31]=[CH:30][CH:29]=3)[N:24]=2)=[O:35])=[O:10])[N:12]=1. Procedure details: prepared by reaction of ((1S,2S,5R)-2-Aminomethyl-3-aza-bicyclo[3.1.0]hex-3-yl)-(2-methyl-5-m-tolyl-thiazol-4-yl)-methanone with Quinoline-2-carboxylic acid. The product is CS(=O)(=O)/C=C/[C@H](CC1=CC=C(CNC(OC(C)(C)C)=O)C=C1)NC(C1=CC=CC=C1)(C1=CC=CC=C1)C1=CC=CC=C1 ((S,E)-tert-butyl 4-(4-(methylsulfonyl)-2-(tritylamino)but-3-en-1-yl)benzylcarbamate), foam. Procedure: Weinreb amide 16 (0.65 g, 1.12 mmol) was dissolved in Et2O (15 mL), put under an argon atmosphere and cooled to 0° C. LiAlH4 (2 eq., 2.25 mmol, 0.56 mL of a 4 M solution in Et2O) was added slowly and the mixture was stirred at 0° C. for 1 hour after which TLC analysis indicated complete conversion of the starting compound. 0.1 M aq. HCl (15 mL) was slowly added and the layers were separated. The organic layer was extracted with 0.1 M aq. HCl and brine, dried over MgSO4 and concentrated under red... Solvent: CCOC(=O)C (EtOAc), CCOCC (Et2O), CCOCC (Et2O), CCOC(=O)C (EtOAc), C1CCOC1 (THF). Yield: 84.8%. Run at temperature 0 celsius, time 1 hour. The reactants are CON(C([C@H](CC1=CC=C(CNC(OC(C)(C)C)=O)C=C1)NC(C1=CC=CC=C1)(C1=CC=CC=C1)C1=CC=CC=C1)=O)C ((S)-tert-butyl 4-(3-(methoxy(methyl)amino)-3-oxo-2-(tritylamino)propyl)benzylcarbamate), Cl (HCl), [H-].[H-].[H-].[H-].[Li+].[Al+3] (LiAlH4), solution, aldehyde, aldehyde, [H-].[Na+] (NaH), CS(=O)(=O)CP(OCC)(OCC)=O (Diethyl ((methylsulfonyl)methyl)phosphonate). Reaction SMILES: CON(C)[C:4](=O)[C@@H:5]([NH:22][C:23]([C:36]1[CH:41]=[CH:40][CH:39]=[CH:38][CH:37]=1)([C:30]1[CH:35]=[CH:34][CH:33]=[CH:32][CH:31]=1)[C:24]1[CH:29]=[CH:28][CH:27]=[CH:26][CH:25]=1)[CH2:6][C:7]1[CH:21]=[CH:20][C:10]([CH2:11][NH:12][C:13](=[O:19])[O:14][C:15]([CH3:18])([CH3:17])[CH3:16])=[CH:9][CH:8]=1.[H-].[H-].[H-].[H-].[Li+].[Al+3].Cl.[CH3:51][S:52]([CH2:55]P(=O)(OCC)OCC)(=[O:54])=[O:53].[H-].[Na+]>CCOCC.C1COCC1.CCOC(C)=O>[CH3:51][S:52](/[CH:55]=[CH:4]/[C@@H:5]([NH:22][C:23]([C:24]1[CH:29]=[CH:28][CH:27]=[CH:26][CH:25]=1)([C:36]1[CH:41]=[CH:40][CH:39]=[CH:38][CH:37]=1)[C:30]1[CH:31]=[CH:32][CH:33]=[CH:34][CH:35]=1)[CH2:6][C:7]1[CH:21]=[CH:20][C:10]([CH2:11][NH:12][C:13](=[O:19])[O:14][C:15]([CH3:16])([CH3:18])[CH3:17])=[CH:9][CH:8]=1)(=[O:53])=[O:54] |f:1.2.3.4.5.6,9.10|. Starting materials: ClC12CC(CCC2O1)(F)Cl (1,3-dichloro-3-fluoro-7-oxabicyclo[4.1.0]heptane), C(=C)C1(C(CCCC1(Cl)Cl)(Cl)Cl)O (1-vinyl-2,2,6,6-tetrachlorocyclohexanol), [OH-].[Na+] (sodium hydroxide). Solvent: O (water). Conditions: time 15 minute. The product is ClC12C(C(CCC2O1)(Cl)Cl)C=C (1,3,3-trichloro-2-vinyl-7-oxabicyclo[4.1.0]heptane). Isolated yield 90.0%. RXN SMILES: ClC12[O:8]C1CCC(Cl)(F)C2.[CH:11]([C:13]1(O)[C:18]([Cl:20])([Cl:19])[CH2:17][CH2:16][CH2:15][C:14]1([Cl:22])Cl)=[CH2:12].[OH-].[Na+]>O>[Cl:22][C:14]12[O:8][CH:15]1[CH2:16][CH2:17][C:18]([Cl:20])([Cl:19])[CH:13]2[CH:11]=[CH2:12] |f:2.3|. Procedure details: The same procedure was employed as for the preparation of 2e in Example 17: it was performed with 1.14 g (4.32 mmol) of pure alcohol 1k, 12 cm3 of distilled water and 0.5 g (12.5 mmol) of sodium hydroxide; reaction time was 1 h 15 min; ether extraction (4×25 cm3); the crude product was employed as such (crude yld=90.5%) or purified by flash chromatography on silica (eluent: ether/petroleum ether=3/97): 0.88 g of epoxide 2i were obtained, that was a 90% yield (macrobore GC purity>98.6%) The solvent is 1, NC(=O)N (urea), C(C)(=O)O (acetic acid), O (water). Reaction SMILES: [NH2:1][C:2]([NH2:4])=[O:3].[C:5]([OH:8])(=[O:7])[CH3:6].[C:9]([NH2:13])(=[O:12])[CH:10]=[CH2:11].CCCCCCCCCCCCOS([O-])(=O)=O.[Na+].[CH3:32][N:33]([CH2:35][CH2:36][N:37]([CH3:39])[CH3:38])[CH3:34]>O.NC(N)=O.C(O)(=O)C>[C:9]([NH2:13])(=[O:12])[CH:10]=[CH2:11].[C:5]([OH:8])(=[O:7])[CH3:6].[CH3:32][N:33]([CH2:35][CH2:36][N:37]([CH3:39])[CH3:38])[CH3:34].[NH2:1][C:2]([NH2:4])=[O:3] |f:0.1,3.4,10.11|. Procedure details: In some experiments, an urea/acetic acid-PAGE system (Panyim, S., and Chalkley, R. (1969) High resolution acrylamide gel electrophoresis of histones. Arch. Biochem. Biophys. 130, 337-346) was used instead of SDS-PAGE to compare the effects of SDS on the capacity of the mAbs to detect the heparin lyases in Western blots. Stock solutions used in the preparation of the urea/acetic acid-PAGE gels were prepared as follows. A 60% acrylamide solution was prepared by dissolving 60 g acrylamide and 0.4 g... The reactants are CCCCCCCCCCCCOS(=O)(=O)[O-].[Na+] (SDS), C(C=C)(=O)N (acrylamide), NC(=O)N.C(C)(=O)O (urea acetic acid), CN(C)CCN(C)C (TEMED), heparin, C(C=C)(=O)N (acrylamide), N'-methylene bisacrylamide, NC(=O)N.C(C)(=O)O (urea acetic acid), CCCCCCCCCCCCOS(=O)(=O)[O-].[Na+] (SDS). The yield is 43.2%. Product: C(C=C)(=O)N (acrylamide), C(C)(=O)O.CN(C)CCN(C)C (acetic acid TEMED), NC(=O)N (urea).